From a dataset of the Open Reaction Database (ORD), a public repository of structured organic reaction records. describe an organic reaction: reactants, conditions, products, and yield Starting materials: ClC1=CC=C(C=C1)C1=CC=C(O1)C(=O)O (5-(p-Chlorophenyl)-2furoic acid), O=S(Cl)Cl (SOCl2), Cl (HCl). Yields the product ClC1=CC=C(C=C1)C1=CC=C(O1)C(=O)Cl (5-(p-chlorophenyl)-2-furoyl chloride). As a reaction SMILES: [Cl:1][C:2]1[CH:7]=[CH:6][C:5]([C:8]2[O:12][C:11]([C:13]([OH:15])=O)=[CH:10][CH:9]=2)=[CH:4][CH:3]=1.O=S(Cl)[Cl:18].Cl>>[Cl:1][C:2]1[CH:7]=[CH:6][C:5]([C:8]2[O:12][C:11]([C:13]([Cl:18])=[O:15])=[CH:10][CH:9]=2)=[CH:4][CH:3]=1. Procedure details: A mixture Of 56 g. (0.25 mole) Of 5-(p-Chlorophenyl)-2furoic acid and 100 ml. of SOCl2 is refluxed for 31/2 hours so that HCl gas evolves and there is dissolution. The SOCl2 is removed on a rotary evaporator. Benzene is added to the solid residue and is then removed on the rotary evaporator to give 5-(p-chlorophenyl)-2-furoyl chloride Starting materials: ClC1=CC=CC2=C1C(N1[C@H](C=3N2C=NC3C3=NOC(=N3)CCl)CC1)=O ((S)-8-chloro-1-(5-chloromethyl-1,2,4-oxadiazol-3-yl)-12,12a-dihydro-9H,11H-azeto[2,1-c]imidazo[1,5-a][1,4]benzodiazepin-9-one), C(C(C)C)NCC(C)C (diisobutylamine). Solvent: CN(C=O)C (N,N-dimethylformamide). The product is ClC1=CC=CC2=C1C(N1[C@H](C=3N2C=NC3C3=NOC(=N3)CN(CC(C)C)CC(C)C)CC1)=O ((S)-8-chloro-1-(5-diisobutylaminomethyl-1,2,4-oxadiazol-3-yl)-12,12a-dihydro-9H,11H-azeto[2,1-c]imidazo[1,5-a][1,4]benzodiazepin-9-one). The yield is 76.1%. Reaction SMILES: [Cl:1][C:2]1[C:7]2[C:8](=[O:25])[N:9]3[CH2:24][CH2:23][C@H:10]3[C:11]3[N:12]([CH:13]=[N:14][C:15]=3[C:16]3[N:20]=[C:19]([CH2:21]Cl)[O:18][N:17]=3)[C:6]=2[CH:5]=[CH:4][CH:3]=1.[CH2:26]([NH:30][CH2:31][CH:32]([CH3:34])[CH3:33])[CH:27]([CH3:29])[CH3:28]>CN(C)C=O>[Cl:1][C:2]1[C:7]2[C:8](=[O:25])[N:9]3[CH2:24][CH2:23][C@H:10]3[C:11]3[N:12]([CH:13]=[N:14][C:15]=3[C:16]3[N:20]=[C:19]([CH2:21][N:30]([CH2:31][CH:32]([CH3:34])[CH3:33])[CH2:26][CH:27]([CH3:29])[CH3:28])[O:18][N:17]=3)[C:6]=2[CH:5]=[CH:4][CH:3]=1. Procedure details: 1.13 g (3 mmol) of (S)-8-chloro-1-(5-chloromethyl-1,2,4-oxadiazol-3-yl)-12,12a-dihydro-9H,11H-azeto[2,1-c]imidazo[1,5-a][1,4]benzodiazepin-9-one were stirred at room temperature overnight with 0.97 g (7.5 mmol) of diisobutylamine and 15 ml of N,N-dimethylformamide. By evaporation of the reaction mixture and chromatography of the residue on silica gel while eluting with ethyl acetate there was obtained 1.07 g (76%) of (S)-8-chloro-1-(5-diisobutylaminomethyl-1,2,4-oxadiazol-3-yl)-12,12a-dihydro-9H... The reactants are CCCC1CCC(c2ncc(C(=O)OCC)cn2)CC1, CCO, Cl, [Na+], [OH-], O. The product is CCCC1CCC(c2ncc(C(=O)O)cn2)CC1. As a reaction SMILES: [CH2:1]([CH2:2][CH3:3])[CH:4]1[CH2:5][CH2:6][CH:7]([c:10]2[n:11][cH:12][c:13]([C:16](=[O:17])[O:18][CH2:19][CH3:20])[cH:14][n:15]2)[CH2:8][CH2:9]1.[CH3:21][CH2:22][OH:23].[ClH:26].[Na+:25].[OH-:24].[OH2:27]>>[CH2:1]([CH2:2][CH3:3])[CH:4]1[CH2:5][CH2:6][CH:7]([c:10]2[n:11][cH:12][c:13]([C:16](=[O:17])[OH:18])[cH:14][n:15]2)[CH2:8][CH2:9]1. Reactants: COc1ccc(OC(=O)N(CCC2CCCC(OCc3nc(-c4cccc(C)c4)oc3C)C2)C(C(=O)OC(C)(C)C)C(C)C)cc1, ClCCl, O=C(O)C(Cl)(Cl)Cl. The product is COc1ccc(OC(=O)N(CCC2CCCC(OCc3nc(-c4cccc(C)c4)oc3C)C2)C(C(=O)O)C(C)C)cc1. As a reaction SMILES: [CH3:1][O:2][c:3]1[cH:4][cH:5][c:6]([O:7][C:8](=[O:9])[N:10]([CH:11]([C:12](=[O:13])[O:14][C:15]([CH3:16])([CH3:17])[CH3:18])[CH:19]([CH3:20])[CH3:21])[CH2:22][CH2:23][CH:24]2[CH2:25][CH:26]([O:30][CH2:31][c:32]3[n:33][c:34](-[c:38]4[cH:39][c:40]([CH3:44])[cH:41][cH:42][cH:43]4)[o:35][c:36]3[CH3:37])[CH2:27][CH2:28][CH2:29]2)[cH:45][cH:46]1.[Cl:54][CH2:55][Cl:56].[OH:47][C:48]([C:49]([Cl:50])([Cl:51])[Cl:52])=[O:53]>>[CH3:1][O:2][c:3]1[cH:4][cH:5][c:6]([O:7][C:8](=[O:9])[N:10]([CH:11]([C:12](=[O:13])[OH:14])[CH:19]([CH3:20])[CH3:21])[CH2:22][CH2:23][CH:24]2[CH2:25][CH:26]([O:30][CH2:31][c:32]3[n:33][c:34](-[c:38]4[cH:39][c:40]([CH3:44])[cH:41][cH:42][cH:43]4)[o:35][c:36]3[CH3:37])[CH2:27][CH2:28][CH2:29]2)[cH:45][cH:46]1. The reactants are CCN1CCNCC1, CCOC(C)=O, CCN(C(C)C)C(C)C, O=[N+]([O-])c1ccc(Cl)nc1, C1COCCO1. Product: CCN1CCN(c2ccc([N+](=O)[O-])cn2)CC1. As a reaction SMILES: [CH2:11]([CH3:12])[N:13]1[CH2:14][CH2:15][NH:16][CH2:17][CH2:18]1.[CH3:34][CH2:35][O:36][C:37](=[O:38])[CH3:39].[CH:19]([N:20]([CH2:21][CH3:22])[CH:23]([CH3:24])[CH3:25])([CH3:26])[CH3:27].[Cl:1][c:2]1[n:3][cH:4][c:5]([N+:8](=[O:9])[O-:10])[cH:6][cH:7]1.[O:28]1[CH2:29][CH2:30][O:31][CH2:32][CH2:33]1>>[c:2]1([N:16]2[CH2:15][CH2:14][N:13]([CH2:11][CH3:12])[CH2:18][CH2:17]2)[n:3][cH:4][c:5]([N+:8](=[O:9])[O-:10])[cH:6][cH:7]1. Reactants: BrB(Br)Br, CCOCc1nc2c(N)nc3ccccc3c2n1NC(C)C, ClCCl, Cl, [Na+], [OH-]. Product: CC(C)Nn1c(CO)nc2c(N)nc3ccccc3c21. RXN SMILES: [B:23]([Br:24])([Br:25])[Br:26].[CH2:1]([CH3:2])[O:3][CH2:4][c:5]1[n:6]([NH:19][CH:20]([CH3:21])[CH3:22])[c:7]2[c:8]([c:9]([NH2:17])[n:10][c:11]3[cH:12][cH:13][cH:14][cH:15][c:16]23)[n:18]1.[Cl:30][CH2:31][Cl:32].[ClH:27].[Na+:29].[OH-:28]>>[OH:3][CH2:4][c:5]1[n:6]([NH:19][CH:20]([CH3:21])[CH3:22])[c:7]2[c:8]([c:9]([NH2:17])[n:10][c:11]3[cH:12][cH:13][cH:14][cH:15][c:16]23)[n:18]1. Starting materials: FC1(OC2=C(O1)C=CC(=C2)C2(CC2)C(=O)NC=2N=C(C1=CC=CC=C1C2)C2=CC=CC=C2)F (1-(2,2-difluorobenzo[d][1,3]dioxol-5-yl)-N-(1-phenylisoquinolin-3-yl)cyclopropanecarboxamide), BrC1=NC(=CC2=CC=CC=C12)NC(=O)C1(CC1)C1=CC2=C(OC(O2)(F)F)C=C1 (N-(1-bromoisoquinolin-3-yl)-1-(2,2-difluorobenzo[d][1,3]dioxol-5-yl)cyclopropanecarboxamide), CN1CCN(CC1)C(=O)C1=CC=C(C=C1)B(O)O (4-(4-methylpiperazine-1-carbonyl)phenylboronic acid). Yields the product FC1(OC2=C(O1)C=CC(=C2)C2(CC2)C(=O)NC=2N=C(C1=CC=CC=C1C2)C2=CC=C(C=C2)C(=O)N2CCN(CC2)C)F (1-(2,2-difluorobenzo[d][1,3]dioxol-5-yl)-N-(1-(4-(4-methylpiperazine-1-carbonyl)phenyl)isoquinolin-3-yl)cyclopropanecarboxamide). RXN SMILES: [F:1][C:2]1([F:33])[O:6][C:5]2[CH:7]=[CH:8][C:9]([C:11]3([C:14]([NH:16][C:17]4[N:18]=[C:19]([C:27]5[CH:32]=[CH:31][CH:30]=[CH:29][CH:28]=5)[C:20]5[C:25]([CH:26]=4)=[CH:24][CH:23]=[CH:22][CH:21]=5)=[O:15])[CH2:13][CH2:12]3)=[CH:10][C:4]=2[O:3]1.BrC1C2C(=CC=CC=2)C=C(NC(C2(C3C=CC4OC(F)(F)OC=4C=3)CC2)=O)N=1.[CH3:62][N:63]1[CH2:68][CH2:67][N:66]([C:69](C2C=CC(B(O)O)=CC=2)=[O:70])[CH2:65][CH2:64]1>>[F:33][C:2]1([F:1])[O:6][C:5]2[CH:7]=[CH:8][C:9]([C:11]3([C:14]([NH:16][C:17]4[N:18]=[C:19]([C:27]5[CH:28]=[CH:29][C:30]([C:69]([N:66]6[CH2:67][CH2:68][N:63]([CH3:62])[CH2:64][CH2:65]6)=[O:70])=[CH:31][CH:32]=5)[C:20]5[C:25]([CH:26]=4)=[CH:24][CH:23]=[CH:22][CH:21]=5)=[O:15])[CH2:13][CH2:12]3)=[CH:10][C:4]=2[O:3]1. Procedure: 1-(2,2-difluorobenzo[d][1,3]dioxol-5-yl)-N-(1-phenylisoquinolin-3-yl)cyclopropanecarboxamide was made by the procedure shown above starting from N-(1-bromoisoquinolin-3-yl)-1-(2,2-difluorobenzo[d][1,3]dioxol-5-yl)cyclopropanecarboxamide and 4-(4-methylpiperazine-1-carbonyl)phenylboronic acid. Reactants: [Br-], O=Cc1ccc(B(O)O)cc1, O=C1NCCc2c(-c3ccccc3)[nH]c3cccc1c23. The product is O=Cc1ccc(-c2[nH]c3cccc4c3c2CCNC4=O)cc1. As a reaction SMILES: [Br-:21].[CH:22](=[O:23])[c:24]1[cH:25][cH:26][c:27]([B:28]([OH:29])[OH:30])[cH:31][cH:32]1.[c:1]1(-[c:7]2[nH:8][c:9]3[cH:10][cH:11][cH:12][c:13]4[c:14]3[c:15]2[CH2:16][CH2:17][NH:18][C:19]4=[O:20])[cH:2][cH:3][cH:4][cH:5][cH:6]1>>[c:1]1(-[c:7]2[nH:8][c:9]3[cH:10][cH:11][cH:12][c:13]4[c:14]3[c:15]2[CH2:16][CH2:17][NH:18][C:19]4=[O:20])[cH:2][cH:3][c:4]([CH:22]=[O:23])[cH:5][cH:6]1.